describe an organic reaction: reactants, conditions, products, and yield From a dataset of the Open Reaction Database (ORD), a public repository of structured organic reaction records. Starting materials: CC(C)C(=O)Nc1cccc(C2CCN(CCCN)CC2)n1, O=C(Cl)C(c1ccccc1)c1ccccc1. The product is CC(C)C(=O)Nc1cccc(C2CCN(CCCNC(=O)C(c3ccccc3)c3ccccc3)CC2)n1. RXN SMILES: [NH2:17][CH2:18][CH2:19][CH2:20][N:21]1[CH2:22][CH2:23][CH:24]([c:27]2[cH:28][cH:29][cH:30][c:31]([NH:33][C:34]([CH:35]([CH3:36])[CH3:37])=[O:38])[n:32]2)[CH2:25][CH2:26]1.[c:1]1([CH:7]([C:8](=[O:9])[Cl:10])[c:11]2[cH:12][cH:13][cH:14][cH:15][cH:16]2)[cH:2][cH:3][cH:4][cH:5][cH:6]1>>[c:1]1([CH:7]([C:8](=[O:9])[NH:17][CH2:18][CH2:19][CH2:20][N:21]2[CH2:22][CH2:23][CH:24]([c:27]3[cH:28][cH:29][cH:30][c:31]([NH:33][C:34]([CH:35]([CH3:36])[CH3:37])=[O:38])[n:32]3)[CH2:25][CH2:26]2)[c:11]2[cH:12][cH:13][cH:14][cH:15][cH:16]2)[cH:2][cH:3][cH:4][cH:5][cH:6]1. The reactants are O=C1Nc2ncc(Br)cc2C1(Br)Br, CC(=O)O, [Zn]. Product: O=C1Cc2cc(Br)cnc2N1. As a reaction SMILES: [Br:1][C:2]1([Br:13])[C:3](=[O:12])[NH:4][c:5]2[n:6][cH:7][c:8]([Br:11])[cH:9][c:10]21.[CH3:14][C:15](=[O:16])[OH:17].[Zn:18]>>[CH2:2]1[C:3](=[O:12])[NH:4][c:5]2[n:6][cH:7][c:8]([Br:11])[cH:9][c:10]21. The reactants are C(C1=CC=CC=C1)OC1=CC=C(C=C1)C(CNS(=O)(=O)C1=CC=C(C=C1)Cl)CC=1C=NC=CC1 (N-[2-(4-benzyloxyphenyl)-3-(3-pyridyl)propyl]-4-chlorobenzenesulfonamide), [H][H] (hydrogen). Reagents/catalysts: [C].[Pd] (palladium carbon). The solvent is C(C)O (ethanol). The product is OC1=CC=C(C=C1)C(CNS(=O)(=O)C1=CC=C(C=C1)Cl)CC=1C=NC=CC1 (N-[2-(4-hydroxyphenyl)-3-(3-pyridyl)propyl]-4-chlorobenzenesulfonamide). Isolated yield 59.0%. RXN SMILES: C([O:8][C:9]1[CH:14]=[CH:13][C:12]([CH:15]([CH2:28][C:29]2[CH:30]=[N:31][CH:32]=[CH:33][CH:34]=2)[CH2:16][NH:17][S:18]([C:21]2[CH:26]=[CH:25][C:24]([Cl:27])=[CH:23][CH:22]=2)(=[O:20])=[O:19])=[CH:11][CH:10]=1)C1C=CC=CC=1.[H][H]>C(O)C.[C].[Pd]>[OH:8][C:9]1[CH:14]=[CH:13][C:12]([CH:15]([CH2:28][C:29]2[CH:30]=[N:31][CH:32]=[CH:33][CH:34]=2)[CH2:16][NH:17][S:18]([C:21]2[CH:26]=[CH:25][C:24]([Cl:27])=[CH:23][CH:22]=2)(=[O:20])=[O:19])=[CH:11][CH:10]=1 |f:3.4|. Procedure details: The N-[2-(4-benzyloxyphenyl)-3-(3-pyridyl)propyl]-4-chlorobenzenesulfonamide (170 mg) was dissolved in 10 ml of ethanol, followed by addition of 0.2 g of 10% palladium carbon, and stirred for catalytic reduction via hydrogen at 55° C. overnight, to obtain 82 mg of N-[2-(4-hydroxyphenyl)-3-(3-pyridyl)propyl]-4-chlorobenzenesulfonamide. Reactants: CSSC, CCOCC, Nc1ccc(I)cc1F, Br[Ni]Br, CN(C)C=O, [Zn]. Product: CSc1ccc(N)c(F)c1. RXN SMILES: [CH3:15][S:16][S:17][CH3:18].[CH3:19][CH2:20][O:21][CH2:22][CH3:23].[F:6][c:7]1[c:8]([NH2:9])[cH:10][cH:11][c:12]([I:14])[cH:13]1.[Ni:24]([Br:25])[Br:26].[O:1]=[CH:2][N:3]([CH3:4])[CH3:5].[Zn:27]>>[F:6][c:7]1[c:8]([NH2:9])[cH:10][cH:11][c:12]([S:16][CH3:15])[cH:13]1. The reactants are ClC1=C(C=NN1C)NC(=O)C=1N=C(SC1NC(OC(C)(C)C)=O)C1=C(C=CC=C1F)F (tert-butyl (4-((5-chloro-1-methyl-1H-pyrazol-4-yl)carbamoyl)-2-(2,6-difluorophenyl)thiazol-5-yl)carbamate), O1CCCC=C1B1OC(C)(C)C(C)(C)O1 (3,4-dihydro-2H-pyran-6-boronic acid pinacol ester). Yields the product NC1=C(N=C(S1)C1=C(C=CC=C1F)F)C(=O)NC=1C=NN(C1C1=CCCCO1)C (5-amino-2-(2,6-difluorophenyl)-N-[5-(3,4-dihydro-2H-pyran-6-yl)-1-methyl-pyrazol-4-yl]thiazole-4-carboxamide). The yield is 8.0%. As a reaction SMILES: Cl[C:2]1[N:6]([CH3:7])[N:5]=[CH:4][C:3]=1[NH:8][C:9]([C:11]1[N:12]=[C:13]([C:24]2[C:29]([F:30])=[CH:28][CH:27]=[CH:26][C:25]=2[F:31])[S:14][C:15]=1[NH:16]C(=O)OC(C)(C)C)=[O:10].[O:32]1[C:37](B2OC(C)(C)C(C)(C)O2)=[CH:36][CH2:35][CH2:34][CH2:33]1>>[NH2:16][C:15]1[S:14][C:13]([C:24]2[C:29]([F:30])=[CH:28][CH:27]=[CH:26][C:25]=2[F:31])=[N:12][C:11]=1[C:9]([NH:8][C:3]1[CH:4]=[N:5][N:6]([CH3:7])[C:2]=1[C:33]1[O:32][CH2:37][CH2:36][CH2:35][CH:34]=1)=[O:10]. Procedure: Following the procedure for Example 101 starting from tert-butyl (4-((5-chloro-1-methyl-1H-pyrazol-4-yl)carbamoyl)-2-(2,6-difluorophenyl)thiazol-5-yl)carbamate and 3,4-dihydro-2H-pyran-6-boronic acid pinacol ester gave 102 as a white solid (25 mg, 8% over two steps). 1H NMR (400 MHz, CDCl3) δ 9.25 (s, 1H), 8.18 (s, 1H), 7.34-7.28 (m, 1H), 7.06-6.98 (m, 2H), 6.13 (s, 2H), 5.11 (t, J=3.9 Hz, 1H), 4.25 (t, J=5.1 Hz, 2H), 3.89 (s, 3H), 2.32-2.26 (m, 2H), 2.03-1.96 (m, 2H). LCMS (ES+) m/z 418 (M+1). Starting materials: C1CCOC1, C[Si](C)(C)[N-][Si](C)(C)C, [Cl-], O=Cc1cc(I)ccc1Cl, [K+], [NH4+]. Product: C=Cc1cc(I)ccc1Cl. Reaction SMILES: [CH2:23]1[O:24][CH2:25][CH2:26][CH2:27]1.[CH3:2][Si:3]([N-:4][Si:5]([CH3:6])([CH3:7])[CH3:8])([CH3:9])[CH3:10].[Cl-:21].[Cl:11][c:12]1[c:13]([CH:14]=[O:15])[cH:16][c:17]([I:20])[cH:18][cH:19]1.[K+:1].[NH4+:22]>>[CH2:2]=[CH:14][c:13]1[c:12]([Cl:11])[cH:19][cH:18][c:17]([I:20])[cH:16]1. Starting materials: COC=1C=C(C=CC1OC)C1=CC2=NC=CC(=C2S1)OC1=C(C=C(C=C1)[N+](=O)[O-])F (2-(3,4-Dimethoxyphenyl)-7-(2-fluoro-4-nitrophenoxy)thieno[3,2-b]pyridine), B(Br)(Br)Br (BBr3), CO (MeOH), [OH-].[Na+] (NaOH). The solvent is ClCCl (dichloromethane). Reaction conditions: time 8 hour. Yields the product FC1=C(OC2=C3C(=NC=C2)C=C(S3)C=3C=C(C(=CC3)O)O)C=CC(=C1)[N+](=O)[O-] (4-(7-(2-Fluoro-4-nitrophenoxy)thieno[3,2-b]pyridin-2-yl)benzene-1,2-diol). The yield is 96.6%. Reaction SMILES: C[O:2][C:3]1[CH:4]=[C:5]([C:11]2[S:19][C:18]3[C:13](=[N:14][CH:15]=[CH:16][C:17]=3[O:20][C:21]3[CH:26]=[CH:25][C:24]([N+:27]([O-:29])=[O:28])=[CH:23][C:22]=3[F:30])[CH:12]=2)[CH:6]=[CH:7][C:8]=1[O:9]C.B(Br)(Br)Br.CO.[OH-].[Na+]>ClCCl>[F:30][C:22]1[CH:23]=[C:24]([N+:27]([O-:29])=[O:28])[CH:25]=[CH:26][C:21]=1[O:20][C:17]1[CH:16]=[CH:15][N:14]=[C:13]2[CH:12]=[C:11]([C:5]3[CH:4]=[C:3]([OH:2])[C:8]([OH:9])=[CH:7][CH:6]=3)[S:19][C:18]=12 |f:3.4|. Procedure: To a stirred solution of 331 (172 mg, 0.40 mmol) in anhydrous dichloromethane (20 ml) at −78° C. was slowly added BBr3 (˜4 mL, 1.0 M in CH2Cl2). The temperature was allowed to warm to room temperature over 1.5 hrs, and the reaction mixture was stirred overnight. After cooling to 0° C., MeOH and 1 N NaOH (few mL) were added, respectively. The reaction mixture was stirred for 1 h, concentrated, diluted with MeOH and water, shaken for 30 min, isolated by filtration, and rinsed with MeOH. The mother... Starting materials: CC1(C)C(C(=O)c2cn(CC3CCOCC3)c3ccc(OCc4ccccc4)cc23)C1(C)C, CCO, CCOC(C)=O. Yields the product CC1(C)C(C(=O)c2cn(CC3CCOCC3)c3ccc(O)cc23)C1(C)C. As a reaction SMILES: [CH2:1]([c:2]1[cH:3][cH:4][cH:5][cH:6][cH:7]1)[O:8][c:9]1[cH:10][c:11]2[c:12]([C:25](=[O:26])[CH:27]3[C:28]([CH3:32])([CH3:33])[C:29]3([CH3:30])[CH3:31])[cH:13][n:14]([CH2:18][CH:19]3[CH2:20][CH2:21][O:22][CH2:23][CH2:24]3)[c:15]2[cH:16][cH:17]1.[CH3:34][CH2:35][OH:36].[CH3:37][CH2:38][O:39][C:40]([CH3:41])=[O:42]>>[OH:8][c:9]1[cH:10][c:11]2[c:12]([C:25](=[O:26])[CH:27]3[C:28]([CH3:32])([CH3:33])[C:29]3([CH3:30])[CH3:31])[cH:13][n:14]([CH2:18][CH:19]3[CH2:20][CH2:21][O:22][CH2:23][CH2:24]3)[c:15]2[cH:16][cH:17]1. Starting materials: N[C@H](CO)C ((S)-(+)-2-amino-1-propanol), C(C1=CC=CC=C1)S(=O)C1=NC=C2C(=N1)N(C(N(C2)C2=C(C=CC=C2)Cl)=O)C2CCNCC2 (7-benzylsulfinyl-3-(2-chlorophenyl)-1-(piperidin-4-yl)-3,4-dihydropyrimido[4,5-d]pyrimidin-2(1H)-one), ClCCl.CO (dichloromethane methanol). Run in COCCOC (1,2-dimethoxyethane). Run at temperature 100 celsius. The product is ClC1=C(C=CC=C1)N1C(N(C2=NC(=NC=C2C1)N[C@H](CO)C)C1CCNCC1)=O ((S)-3-(2-chlorophenyl)-7-(2-hydroxy-1-methylethylamino)-1-(piperidin-4-yl)-3,4-dihydropyrimido[4,5-d]pyrimidin-2(1H)-one). Isolated yield 63.3%. RXN SMILES: C(S([C:10]1[N:15]=[C:14]2[N:16]([CH:28]3[CH2:33][CH2:32][NH:31][CH2:30][CH2:29]3)[C:17](=[O:27])[N:18]([C:20]3[CH:25]=[CH:24][CH:23]=[CH:22][C:21]=3[Cl:26])[CH2:19][C:13]2=[CH:12][N:11]=1)=O)C1C=CC=CC=1.[NH2:34][C@@H:35]([CH3:38])[CH2:36][OH:37].ClCCl.CO>COCCOC>[Cl:26][C:21]1[CH:22]=[CH:23][CH:24]=[CH:25][C:20]=1[N:18]1[CH2:19][C:13]2[C:14](=[N:15][C:10]([NH:34][C@@H:35]([CH3:38])[CH2:36][OH:37])=[N:11][CH:12]=2)[N:16]([CH:28]2[CH2:29][CH2:30][NH:31][CH2:32][CH2:33]2)[C:17]1=[O:27] |f:2.3|. Reported procedure: To a suspension of 7-benzylsulfinyl-3-(2-chlorophenyl)-1-(piperidin-4-yl)-3,4-dihydropyrimido[4,5-d]pyrimidin-2(1H)-one (650 mg, 1.136 mmol) in 1,2-dimethoxyethane (0.5mL) was added (S)-(+)-2-amino-1-propanol (250 mg, 3.33 mmol). The reaction was warmed to 100° C. under argon for 2 hours. The reaction was placed directly on a flash silica column using 92:8-90:10 dichloromethane/methanol as eluant to give 300 mg of the (S)-3-(2-chlorophenyl)-7-(2-hydroxy-1-methylethylamino)-1-(piperidin-4-yl)-3,4...